From a dataset of the Open Reaction Database (ORD), a public repository of structured organic reaction records. describe an organic reaction: reactants, conditions, products, and yield Starting materials: C(C)[SiH](CC)CC (triethylsilane), C(C)(C)(C)OC(=O)N1CCN(CC1)C(=O)C1=CC=C(C=C1)C1=CC(=C(C(=C1)Cl)CC1C(N(CC1)C1CCCCC1)=O)Cl (racemic 4-[3′,5′-dichloro-4′-(1-cyclohexyl-2-oxo-pyrrolidin-3-ylmethyl)-biphenyl-4-carbonyl]-piperazine-1-carboxylic acid tert-butyl ester), FC(C(=O)O)(F)F (trifluoroacetic acid). Solvent: ClCCl (dichloromethane). Run at temperature 0 celsius. Yields the product C1(CCCCC1)N1C(C(CC1)CC1=C(C=C(C=C1Cl)C1=CC=C(C=C1)C(=O)N1CCNCC1)Cl)=O (1-cyclohexyl-3-[3,5-dichloro-4′-(piperazine-1-carbonyl)-biphenyl-4-ylmethyl]-pyrrolidin-2-one). Isolated yield 93.1%. RXN SMILES: C(OC([N:8]1[CH2:13][CH2:12][N:11]([C:14]([C:16]2[CH:21]=[CH:20][C:19]([C:22]3[CH:27]=[C:26]([Cl:28])[C:25]([CH2:29][CH:30]4[CH2:34][CH2:33][N:32]([CH:35]5[CH2:40][CH2:39][CH2:38][CH2:37][CH2:36]5)[C:31]4=[O:41])=[C:24]([Cl:42])[CH:23]=3)=[CH:18][CH:17]=2)=[O:15])[CH2:10][CH2:9]1)=O)(C)(C)C.C([SiH](CC)CC)C.FC(F)(F)C(O)=O>ClCCl>[CH:35]1([N:32]2[CH2:33][CH2:34][CH:30]([CH2:29][C:25]3[C:24]([Cl:42])=[CH:23][C:22]([C:19]4[CH:18]=[CH:17][C:16]([C:14]([N:11]5[CH2:10][CH2:9][NH:8][CH2:13][CH2:12]5)=[O:15])=[CH:21][CH:20]=4)=[CH:27][C:26]=3[Cl:28])[C:31]2=[O:41])[CH2:40][CH2:39][CH2:38][CH2:37][CH2:36]1. Procedure details: Dissolve racemic 4-[3′,5′-dichloro-4′-(1-cyclohexyl-2-oxo-pyrrolidin-3-ylmethyl)-biphenyl-4-carbonyl]-piperazine-1-carboxylic acid tert-butyl ester (0.843 g, 1.37 mmol) in dichloromethane (25 mL) and cool in ice bath to 0° C. while stirring under an inert atmosphere. Add triethylsilane (0.5 mL) and trifluoroacetic acid (5.0 mL) to the mixture and allow the temperature to rise to room temperature. Monitor the reaction via TLC. Once starting material is consumed, dilute the reaction with dichlorom... Starting materials: C([O-])([O-])=O.[K+].[K+] (Potassium carbonate), C(C)C=1NC(=NN1)C=1C(=CC(=C(C1)C(=O)N1CCC(CC1)C1=CC=C(C#N)C=C1)C)F (4-(1-[[5-(5-ethyl-4H-1,2,4-triazol-3-yl)-4-fluoro-2-methylphenyl]carbonyl]piperidin-4-yl)benzonitrile), C(C)C=1NC(=NN1)C=1C(=CC(=C(C1)C(=O)N1CCC(CC1)C1=CC=C(C#N)C=C1)C)F (4-(1-[[5-(5-ethyl-4H-1,2,4-triazol-3-yl)-4-fluoro-2-methylphenyl]carbonyl]piperidin-4-yl)benzonitrile), Cl.N1CCC1 (Azetidine hydrochloride). Run in O1CCOCC1 (1,4-dioxane). Reaction conditions: temperature 105 celsius, time 8 hour. Yields the product N1(CCC1)C1=CC(=C(C(=O)N2CCC(CC2)C2=CC=C(C#N)C=C2)C=C1C1=NN=C(N1)CC)C (4-(1-(4-(Azetidin-1-yl)-5-(5-ethyl-4H-1,2,4-triazol-3-yl)-2-methylbenzoyl)piperidin-4-yl)benzonitrile). The yield is 19.8%. RXN SMILES: [CH2:1]([C:3]1[NH:4][C:5]([C:8]2[C:9](F)=[CH:10][C:11]([CH3:30])=[C:12]([C:14]([N:16]3[CH2:21][CH2:20][CH:19]([C:22]4[CH:29]=[CH:28][C:25]([C:26]#[N:27])=[CH:24][CH:23]=4)[CH2:18][CH2:17]3)=[O:15])[CH:13]=2)=[N:6][N:7]=1)[CH3:2].Cl.[NH:33]1[CH2:36][CH2:35][CH2:34]1.C(=O)([O-])[O-].[K+].[K+]>O1CCOCC1>[N:33]1([C:9]2[C:8]([C:5]3[NH:4][C:3]([CH2:1][CH3:2])=[N:7][N:6]=3)=[CH:13][C:12]([C:14]([N:16]3[CH2:17][CH2:18][CH:19]([C:22]4[CH:23]=[CH:24][C:25]([C:26]#[N:27])=[CH:28][CH:29]=4)[CH2:20][CH2:21]3)=[O:15])=[C:11]([CH3:30])[CH:10]=2)[CH2:36][CH2:35][CH2:34]1 |f:1.2,3.4.5|. Procedure details: To a 10-mL sealed tube was added a solution of 4-(1-[[5-(5-ethyl-4H-1,2,4-triazol-3-yl)-4-fluoro-2-methylphenyl]carbonyl]piperidin-4-yl)benzonitrile (compound 258.2, 83.5 mg, 0.200 mmol, 1.00 equiv) in 1,4-dioxane (5 mL). Azetidine hydrochloride (93.0 mg, 0.990 mmol, 5.00 equiv) was added to the reaction in portions. Potassium carbonate (276 mg, 2.00 mmol, 10.0 equiv) was also added to the above mixture. The resulting solution was stirred overnight at 105° C. behind a blast shield, then cooled t... Reactants: CO, CCOC(=O)c1nc2ccc(-c3ccc(OCc4c(-c5c(Cl)cccc5Cl)noc4C(C)C)cc3)cc2cc1C, Cl, [Na+], C1CCOC1, [OH-], O. Yields the product Cc1cc2cc(-c3ccc(OCc4c(-c5c(Cl)cccc5Cl)noc4C(C)C)cc3)ccc2nc1C(=O)O. Reaction SMILES: [CH3:50][OH:51].[Cl:3][c:4]1[c:5](-[c:11]2[n:12][o:13][c:14]([CH:40]([CH3:41])[CH3:42])[c:15]2[CH2:16][O:17][c:18]2[cH:19][cH:20][c:21](-[c:24]3[cH:25][c:26]4[cH:27][c:28]([CH3:39])[c:29]([C:34](=[O:35])[O:36][CH2:37][CH3:38])[n:30][c:31]4[cH:32][cH:33]3)[cH:22][cH:23]2)[c:6]([Cl:10])[cH:7][cH:8][cH:9]1.[ClH:43].[Na+:2].[O:45]1[CH2:46][CH2:47][CH2:48][CH2:49]1.[OH-:1].[OH2:44]>>[Cl:3][c:4]1[c:5](-[c:11]2[n:12][o:13][c:14]([CH:40]([CH3:41])[CH3:42])[c:15]2[CH2:16][O:17][c:18]2[cH:19][cH:20][c:21](-[c:24]3[cH:25][c:26]4[cH:27][c:28]([CH3:39])[c:29]([C:34](=[O:35])[OH:36])[n:30][c:31]4[cH:32][cH:33]3)[cH:22][cH:23]2)[c:6]([Cl:10])[cH:7][cH:8][cH:9]1. Reactants: CCOC(C)=O, C[Si](C)(C)CCS, Fc1cc(F)cc(-c2ccccc2)c1, [H-], [Na+], CN(C)C=O. Yields the product C[Si](C)(C)CCSc1cc(F)cc(-c2ccccc2)c1. Reaction SMILES: [CH3:24][CH2:25][O:26][C:27](=[O:28])[CH3:29].[CH3:3][Si:4]([CH2:5][CH2:6][SH:7])([CH3:8])[CH3:9].[F:10][c:11]1[cH:12][c:13]([F:23])[cH:14][c:15](-[c:17]2[cH:18][cH:19][cH:20][cH:21][cH:22]2)[cH:16]1.[H-:2].[Na+:1].[O:30]=[CH:31][N:32]([CH3:33])[CH3:34]>>[CH3:3][Si:4]([CH2:5][CH2:6][S:7][c:13]1[cH:12][c:11]([F:10])[cH:16][c:15](-[c:17]2[cH:18][cH:19][cH:20][cH:21][cH:22]2)[cH:14]1)([CH3:8])[CH3:9].